The task is: describe an organic reaction: reactants, conditions, products, and yield. This data is from the Open Reaction Database (ORD), a public repository of structured organic reaction records. The reactants are C(C)(=O)OC1=C(C=C2C=CC(OC2=C1OC)=O)C=COC(C)=O (7-acetoxy-6-[2-acetoxyvinyl]-8-methoxycoumarin), P(O)(O)(O)=O (phosphoric acid). Product: COC1=C2C(=CC=3C=CC(OC31)=O)C=CO2 (9-methoxy-7H-furo[3,2-g][1]benzopyran-7-one). As a reaction SMILES: C(O[C:5]1[C:14]([O:15][CH3:16])=[C:13]2[C:8]([CH:9]=[CH:10][C:11](=[O:17])[O:12]2)=[CH:7][C:6]=1[CH:18]=[CH:19][O:20]C(=O)C)(=O)C.P(=O)(O)(O)O>>[CH3:16][O:15][C:14]1[C:13]2[O:12][C:11](=[O:17])[CH:10]=[CH:9][C:8]=2[CH:7]=[C:6]2[CH:18]=[CH:19][O:20][C:5]=12. Procedure: A solution of 40 mg. (.13 mmole) of 7-acetoxy-6-[2-acetoxyvinyl]-8-methoxycoumarin in 5 ml. of 85% phosphoric acid was heated at 90° for 30 minutes. The solution was cooled and partitioned between water/methylene chloride. The aqueous phase was further extracted with methylene chloride. The organic phases were combined, dried over sodium sulfate, and evaporated to afford pure 9-methoxy-7H-furo[3,2-g][1]benzopyran-7-one, mp 145°-146°, as a crystalline white solid. Starting materials: CC(C)C[Al+]CC(C)C, C1CCOC1, CCOC(C)=O, CCOC(=O)C1CC1COc1cc(CCCOC)cc(CN(C(=O)C2CN(C(=O)OC(C)(C)C)CCC2c2ccc(OCCOc3c(Cl)cc(C)cc3Cl)cc2)C2CC2)c1, [H-]. The product is COCCCc1cc(CN(C(=O)C2CN(C(=O)OC(C)(C)C)CCC2c2ccc(OCCOc3c(Cl)cc(C)cc3Cl)cc2)C2CC2)cc(OCC2CC2CO)c1. RXN SMILES: [CH2:62]([Al+:63][CH2:64][CH:65]([CH3:66])[CH3:67])[CH:68]([CH3:69])[CH3:70].[CH2:77]1[O:78][CH2:79][CH2:80][CH2:81]1.[CH3:71][CH2:72][O:73][C:74]([CH3:75])=[O:76].[CH:1]1([N:4]([C:5](=[O:6])[CH:7]2[CH2:8][N:9]([C:32](=[O:33])[O:34][C:35]([CH3:36])([CH3:37])[CH3:38])[CH2:10][CH2:11][CH:12]2[c:13]2[cH:14][cH:15][c:16]([O:19][CH2:20][CH2:21][O:22][c:23]3[c:24]([Cl:31])[cH:25][c:26]([CH3:30])[cH:27][c:28]3[Cl:29])[cH:17][cH:18]2)[CH2:39][c:40]2[cH:41][c:42]([O:51][CH2:52][CH:53]3[CH:54]([C:56](=[O:57])[O:58][CH2:59][CH3:60])[CH2:55]3)[cH:43][c:44]([CH2:46][CH2:47][CH2:48][O:49][CH3:50])[cH:45]2)[CH2:2][CH2:3]1.[H-:61]>>[CH:1]1([N:4]([C:5](=[O:6])[CH:7]2[CH2:8][N:9]([C:32](=[O:33])[O:34][C:35]([CH3:36])([CH3:37])[CH3:38])[CH2:10][CH2:11][CH:12]2[c:13]2[cH:14][cH:15][c:16]([O:19][CH2:20][CH2:21][O:22][c:23]3[c:24]([Cl:31])[cH:25][c:26]([CH3:30])[cH:27][c:28]3[Cl:29])[cH:17][cH:18]2)[CH2:39][c:40]2[cH:41][c:42]([O:51][CH2:52][CH:53]3[CH:54]([CH2:56][OH:57])[CH2:55]3)[cH:43][c:44]([CH2:46][CH2:47][CH2:48][O:49][CH3:50])[cH:45]2)[CH2:2][CH2:3]1.